From a dataset of the Open Reaction Database (ORD), a public repository of structured organic reaction records. describe an organic reaction: reactants, conditions, products, and yield Reactants: C(C=C)OC1=C(C(=C(C=O)C(=C1)C)C)C (4-allyloxy-2,3,6-trimethyl-benzaldehyde). Solvent: CC(=O)C (acetone). Yields the product C(C=C)OC1=C(C(=C(C(=C1)C)C=CCC=O)C)C (4-(4-allyloxy-2,3,6-trimethyl-phenyl)-but-3-en-1-al). As a reaction SMILES: [CH2:1]([O:4][C:5]1[CH:12]=[C:11]([CH3:13])[C:8]([CH:9]=O)=[C:7]([CH3:14])[C:6]=1[CH3:15])[CH:2]=[CH2:3]>CC(C)=O>[CH2:1]([O:4][C:5]1[CH:12]=[C:11]([CH3:13])[C:8]([CH:9]=[CH:3][CH2:2][CH:1]=[O:4])=[C:7]([CH3:14])[C:6]=1[CH3:15])[CH:2]=[CH2:3]. Reported procedure: The 5-(4-allyloxy-2,3,6-trimethyl-phenyl)-3-methyl-penta-2,4-diene-1-triphenylphosphonium bromide employed as the starting material can be prepared by the procedure of Example 3. This procedure is carried out by alkylation of 1,3,5-trimethylphenol with allyl bromide to give 1,3,5-trimethyl-phenyl allyl ether (boiling point 76°-80° C./0.05 mmHg), by formylation of the ether obtained to give 4-allyloxy-2,3,6-trimethyl-benzaldehyde (boiling point 90°-102° C./0.15 mmHg), by condensation of the aldeh... The reactants are C=CCOc1ccc(OC)cc1CN, CC#N, [O-][Cl+3]([O-])([O-])[O-], [Li+], CC(C)(C)OC(=O)NC(Cc1ccccc1)C1CO1. The product is C=CCOc1ccc(OC)cc1CNCC(O)C(Cc1ccccc1)NC(=O)OC(C)(C)C. RXN SMILES: [CH2:1]([CH:2]=[CH2:3])[O:4][c:5]1[c:6]([CH2:7][NH2:8])[cH:9][c:10]([O:13][CH3:14])[cH:11][cH:12]1.[CH3:40][C:41]#[N:42].[Cl+3:34]([O-:35])([O-:36])([O-:37])[O-:38].[Li+:39].[O:15]1[CH2:16][CH:17]1[CH:18]([CH2:19][c:20]1[cH:21][cH:22][cH:23][cH:24][cH:25]1)[NH:26][C:27](=[O:28])[O:29][C:30]([CH3:31])([CH3:32])[CH3:33]>>[CH2:1]([CH:2]=[CH2:3])[O:4][c:5]1[c:6]([CH2:7][NH:8][CH2:16][CH:17]([OH:15])[CH:18]([CH2:19][c:20]2[cH:21][cH:22][cH:23][cH:24][cH:25]2)[NH:26][C:27](=[O:28])[O:29][C:30]([CH3:31])([CH3:32])[CH3:33])[cH:9][c:10]([O:13][CH3:14])[cH:11][cH:12]1.